This data is from the Open Reaction Database (ORD), a public repository of structured organic reaction records. The task is: describe an organic reaction: reactants, conditions, products, and yield The yield is 76.6%. Yields the product CN1C(CC[C@@]2(C3=C(CC[C@@H]12)C=C(C=C3)C3=CC=C(C=C3)CCCC)C)=O ((+)-(4aR)-(10bR)-4-methyl-8-(4-n-butylphenyl)-10b-methyl-1,2,3,4,4a,5,6,10b-octahydrobenzo[f]quinolin-3-one). Reactants: CN1C(CC[C@@]2(C3=C(CC[C@@H]12)C=C(C=C3)Br)C)=O ((+)-(4aR)-(10bR)-4-methyl-8-bromo-10b-methyl-1,2,3,4,4a,5,6,10b-octahydrobenzo[f]quinolin-3-one), C(CCC)C1=CC=C(C=C1)B(O)O (4-n-butylphenylboronic acid), C([O-])([O-])=O.[Na+].[Na+] (sodium carbonate), C1CCOC1 (THF). Procedure details: A 15 mL round bottom flask was charged with (+)-(4aR)-(10bR)-4-methyl-8-bromo-10b-methyl-1,2,3,4,4a,5,6,10b-octahydrobenzo[f]quinolin-3-one (200 mg, 0.65 mmol), tetrakis (triphenylphosphine) palladium (0) (23 mg, 0.02 mmol), 4-n-butylphenylboronic acid (139 mg, 0 .78 mmol), 0.65 mL of 2M sodium carbonate solution and 2 mL of THF, fitted with a reflux condenser, and the stirred mixture was heated at 80°, under nitrogen, for 24 h. The mixture was cooled, diluted with chloroform (75 mL) and washed ... RXN SMILES: [CH3:1][N:2]1[C@H:11]2[C@@:6]([CH3:17])([C:7]3[CH:15]=[CH:14][C:13](Br)=[CH:12][C:8]=3[CH2:9][CH2:10]2)[CH2:5][CH2:4][C:3]1=[O:18].[CH2:19]([C:23]1[CH:28]=[CH:27][C:26](B(O)O)=[CH:25][CH:24]=1)[CH2:20][CH2:21][CH3:22].C(=O)([O-])[O-].[Na+].[Na+].C1COCC1>C(Cl)(Cl)Cl.[Pd].C1(P(C2C=CC=CC=2)C2C=CC=CC=2)C=CC=CC=1.C1(P(C2C=CC=CC=2)C2C=CC=CC=2)C=CC=CC=1.C1(P(C2C=CC=CC=2)C2C=CC=CC=2)C=CC=CC=1.C1(P(C2C=CC=CC=2)C2C=CC=CC=2)C=CC=CC=1>[CH3:1][N:2]1[C@H:11]2[C@@:6]([CH3:17])([C:7]3[CH:15]=[CH:14][C:13]([C:26]4[CH:27]=[CH:28][C:23]([CH2:19][CH2:20][CH2:21][CH3:22])=[CH:24][CH:25]=4)=[CH:12][C:8]=3[CH2:9][CH2:10]2)[CH2:5][CH2:4][C:3]1=[O:18] |f:2.3.4,7.8.9.10.11|. Reagents/catalysts: [Pd].C1(=CC=CC=C1)P(C1=CC=CC=C1)C1=CC=CC=C1.C1(=CC=CC=C1)P(C1=CC=CC=C1)C1=CC=CC=C1.C1(=CC=CC=C1)P(C1=CC=CC=C1)C1=CC=CC=C1.C1(=CC=CC=C1)P(C1=CC=CC=C1)C1=CC=CC=C1 (tetrakis (triphenylphosphine) palladium (0)). Run in C(Cl)(Cl)Cl (chloroform).